Task: describe an organic reaction: reactants, conditions, products, and yield. Dataset: the Open Reaction Database (ORD), a public repository of structured organic reaction records The reactants are aldehyde, C1(=CC=CC=C1)SCC=O ((phenylthio)acetaldehyde), Cl.N(N)C1=CC=C(C=C1)CS(=O)(=O)NC (4-hydrazino-N-methylbenzenemethanesulphonamide hydrochloride). Run in C(C)O (ethanol), O (water). Reaction conditions: time 14 hour. The product is CNS(=O)(=O)CC1=CC=C(C=C1)NN=CCSC1=CC=CC=C1 (N-Methyl-4-[2-[2-(phenylthio)ethylidene]hydrazino]benzenemethanesulphonamide). Isolated yield 78.9%. Reaction SMILES: [C:1]1([S:7][CH2:8][CH:9]=O)[CH:6]=[CH:5][CH:4]=[CH:3][CH:2]=1.Cl.[NH:12]([C:14]1[CH:19]=[CH:18][C:17]([CH2:20][S:21]([NH:24][CH3:25])(=[O:23])=[O:22])=[CH:16][CH:15]=1)[NH2:13]>C(O)C.O>[CH3:25][NH:24][S:21]([CH2:20][C:17]1[CH:18]=[CH:19][C:14]([NH:12][N:13]=[CH:9][CH2:8][S:7][C:1]2[CH:6]=[CH:5][CH:4]=[CH:3][CH:2]=2)=[CH:15][CH:16]=1)(=[O:23])=[O:22] |f:1.2|. Procedure details: A solution of (phenylthio)acetaldehyde (6.05 g) in absolute ethanol (180 ml) was added over 10 min to a solution of 4-hydrazino-N-methylbenzenemethanesulphonamide hydrochloride (10 g) in water (180 ml) with cooling. After addition of the aldehyde was complete, the mixture was stirred at 5° for a period of 14 h. The precipitated solid was filtered off, washed with water (200 ml), hexane (200 ml) and dried in vacuo to give the title compound (10.95 g), m.p. 110°-112°. T.l.c. (B) Rf 0.5 (KMnO4)